From a dataset of the Open Reaction Database (ORD), a public repository of structured organic reaction records. describe an organic reaction: reactants, conditions, products, and yield The reactants are O1C=C(C=C1)C=1C=C2C(=NC1)O[C@@]1(C2)CN2CCC1CC2 ((2′R)-5′-(furan-3-yl)spiro[1-azabicyclo[2.2.2]octane-3,2′(3′H)-furo[2,3-b]pyridine]), BrC=1C=C2C(=NC1)O[C@@]1(C2)CN2CCC1CC2 ((2′R)-5′-bromospiro[1-azabicyclo[2.2.2]octane-3,2′(3′H)-furo[2,3-b]pyridine]), O1C(=CC2=C1C=CC=C2)B(O)O (benzofuran-2-boronic acid). Product: O1C(=CC2=C1C=CC=C2)C=2C=C1C(=NC2)O[C@@]2(C1)CN1CCC2CC1 ((2′R)-5′-(Benzofuran-2-yl)spiro[1-azabicyclo[2.2.2]octane-3,2′(3′H)-furo[2,3-b]pyridine]). As a reaction SMILES: O1C=CC([C:6]2[CH:7]=[C:8]3[CH2:14][C@:13]4([CH:19]5[CH2:20][CH2:21][N:16]([CH2:17][CH2:18]5)[CH2:15]4)[O:12][C:9]3=[N:10][CH:11]=2)=C1.BrC1C=C2C[C@]3(C4CCN(CC4)C3)OC2=NC=1.[O:39]1[C:43]2[CH:44]=[CH:45][CH:46]=[CH:47][C:42]=2[CH:41]=[C:40]1B(O)O>>[O:39]1[C:43]2[CH:44]=[CH:45][CH:46]=[CH:47][C:42]=2[CH:41]=[C:40]1[C:6]1[CH:7]=[C:8]2[CH2:14][C@:13]3([CH:19]4[CH2:20][CH2:21][N:16]([CH2:17][CH2:18]4)[CH2:15]3)[O:12][C:9]2=[N:10][CH:11]=1. Procedure: Prepared by a method analogous to that described for the preparation of (2′R)-5′-(furan-3-yl)spiro[1-azabicyclo[2.2.2]octane-3,2′(3′H)-furo[2,3-b]pyridine] in Preparation 1 from (2′R)-5′-bromospiro[1-azabicyclo[2.2.2]octane-3,2′(3′H)-furo[2,3-b]pyridine] and benzofuran-2-boronic acid. The compound was purified by flash chromatography using a gradient of ammoniated methanol in chloroform and obtained as a pale solid; m/z 333 (100%, MH+). Isolated yield 61.8%. Run in C(C)O (ethanol). Starting materials: [BH4-].[Na+] (sodium borohydride), N[C@H](CCC(=O)O)C(=O)O (D-glutamic acid), [OH-].[Na+] (sodium hydroxide), N1=CC(=CC=C1)C=O (pyridine-3-carboxaldehyde). As a reaction SMILES: [NH2:1][C@@H:2]([C:8]([OH:10])=[O:9])[CH2:3][CH2:4][C:5]([OH:7])=O.[OH-].[Na+].[N:13]1[CH:18]=[CH:17][CH:16]=[C:15]([CH:19]=O)[CH:14]=1.[BH4-].[Na+]>C(O)C>[O:7]=[C:5]1[N:1]([CH2:19][C:15]2[CH:14]=[N:13][CH:18]=[CH:17][CH:16]=2)[C@H:2]([C:8]([OH:10])=[O:9])[CH2:3][CH2:4]1 |f:1.2,4.5|. Reaction conditions: time 30 minute. Procedure details: D-glutamic acid (2.21 g, 15 mmol) was dissolved in 2N aqueous sodium hydroxide (15 ml, 30 mmol) at 0° C. and then treated with pyridine-3-carboxaldehyde (1.41 ml, 15 mmol) in ethanol (3 ml). The mixture was stirred at room temperature for 30 minutes and then cooled to 0° C. and treated portion-wise with sodium borohydride (0.189 g, 5 mmol). The mixture was allowed to warm to room temperature with stirring over 4 hrs then after washing with diethyl ether it was acidified to pH5-6 using concentrat... Product: O=C1CC[C@H](N1CC=1C=NC=CC1)C(=O)O (5-oxo-1-(3-pyridinylmethyl)proline). Reaction SMILES: O=[CH:2][C@@H:3]([C@H:5]([C@H:7]([C@@H:9]([CH2:11][OH:12])[OH:10])[OH:8])[OH:6])[OH:4].[CH2:13]([NH2:17])[CH:14]([CH3:16])[CH3:15].[Cl:18][CH2:19][CH2:20][N:21]=[C:22]=[O:23]>>[Cl:18][CH2:19][CH2:20][NH:21][C:22]([N:17]([CH2:13][CH:14]([CH3:16])[CH3:15])[CH:2]1[O:10][C@H:9]([CH2:11][OH:12])[C@H:7]([OH:8])[C@H:5]([OH:6])[C@H:3]1[OH:4])=[O:23]. The product is ClCCNC(=O)N(C1[C@H](O)[C@@H](O)[C@@H](O)[C@H](O1)CO)CC(C)C (1-(2-chloroethyl)-3-isobutyl-3-D-galactopyranosylurea). Procedure: A mixture of 3.6 g of D-galactose, 2.0 g of isobutylamine and 2.5 g of 2-chloroethyl isocyanate are treated in the same manner as described in Example 5-(1). 5.5 g of 1-(2-chloroethyl)-3-isobutyl-3-D-galactopyranosylurea are thereby obtained as colorless caramel. Isolated yield 80.8%. The reactants are O=C[C@H](O)[C@@H](O)[C@@H](O)[C@H](O)CO (D-galactose), C(C(C)C)N (isobutylamine), ClCCN=C=O (2-chloroethyl isocyanate). Product: O=C(CN1CCC(c2ccccc2)(c2ccccc2)C1=O)N1CCN(C(c2ccccc2)c2ccc(Cl)cc2)CC1. Reaction SMILES: [CH2:44]([N:45]=[C:46]=[N:47][CH2:48][CH2:49][CH2:50][N:51]([CH3:52])[CH3:53])[CH3:54].[CH3:58][N:59]([CH3:60])[c:61]1[cH:62][cH:63][n:64][cH:65][cH:66]1.[Cl:1][c:2]1[cH:3][cH:4][c:5]([CH:8]([N:9]2[CH2:10][CH2:11][NH:12][CH2:13][CH2:14]2)[c:15]2[cH:16][cH:17][cH:18][cH:19][cH:20]2)[cH:6][cH:7]1.[Cl:55][CH2:56][Cl:57].[ClH:43].[O:21]=[C:22]1[N:23]([CH2:39][C:40](=[O:41])[OH:42])[CH2:24][CH2:25][C:26]1([c:27]1[cH:28][cH:29][cH:30][cH:31][cH:32]1)[c:33]1[cH:34][cH:35][cH:36][cH:37][cH:38]1>>[Cl:1][c:2]1[cH:3][cH:4][c:5]([CH:8]([N:9]2[CH2:10][CH2:11][N:12]([C:40]([CH2:39][N:23]3[C:22](=[O:21])[C:26]([c:27]4[cH:28][cH:29][cH:30][cH:31][cH:32]4)([c:33]4[cH:34][cH:35][cH:36][cH:37][cH:38]4)[CH2:25][CH2:24]3)=[O:41])[CH2:13][CH2:14]2)[c:15]2[cH:16][cH:17][cH:18][cH:19][cH:20]2)[cH:6][cH:7]1. Reactants: CCN=C=NCCCN(C)C, CN(C)c1ccncc1, Clc1ccc(C(c2ccccc2)N2CCNCC2)cc1, ClCCl, Cl, O=C(O)CN1CCC(c2ccccc2)(c2ccccc2)C1=O. The reactants are CC(C)O, CCOC(C)=O, O=C(c1ccccc1)C(F)(F)F, O=P([O-])([O-])[O-]. The product is OC(c1ccccc1)C(F)(F)F. As a reaction SMILES: [CH3:18][CH:19]([OH:20])[CH3:21].[CH3:22][CH2:23][O:24][C:25](=[O:26])[CH3:27].[F:6][C:7]([C:8](=[O:9])[c:10]1[cH:11][cH:12][cH:13][cH:14][cH:15]1)([F:16])[F:17].[O-:1][P:2](=[O:3])([O-:4])[O-:5]>>[F:6][C:7]([CH:8]([OH:9])[c:10]1[cH:11][cH:12][cH:13][cH:14][cH:15]1)([F:16])[F:17]. The reactants are C(C1=CC=CC=C1)OC1=CC(=C(OCCC=2N=C(OC2C)C2=CC=CC=C2)C=C1)CCC (4-[2-(4-benzyloxy-2-propylphenoxy)ethyl]-5-methyl-2-phenyloxazole), [H][H] (hydrogen). The reagents and catalysts are [Pd] (Pd/C). The solvent is C(C)O (ethanol). The product is C(CC)C=1C=C(C=CC1OCCC=1N=C(OC1C)C1=CC=C(C=C1)C1=CC=CC=C1)O (3-Propyl-4-[2-(5-methyl-2-biphenyl-4-yl-oxazole-4-yl)ethoxy]phenol). Reaction SMILES: C([O:8][C:9]1[CH:29]=[CH:28][C:12]([O:13][CH2:14][CH2:15][C:16]2[N:17]=[C:18]([C:22]3[CH:27]=[CH:26][CH:25]=[CH:24][CH:23]=3)[O:19][C:20]=2[CH3:21])=[C:11]([CH2:30][CH2:31][CH3:32])[CH:10]=1)C1C=CC=CC=1.[H][H]>C(O)C.[Pd]>[CH2:30]([C:11]1[CH:10]=[C:9]([OH:8])[CH:29]=[CH:28][C:12]=1[O:13][CH2:14][CH2:15][C:16]1[N:17]=[C:18]([C:22]2[CH:27]=[CH:26][C:25]([C:9]3[CH:29]=[CH:28][CH:12]=[CH:11][CH:10]=3)=[CH:24][CH:23]=2)[O:19][C:20]=1[CH3:21])[CH2:31][CH3:32]. Procedure: A solution of 4-[2-(4-benzyloxy-2-propylphenoxy)ethyl]-5-methyl-2-phenyloxazole (3.16 mmol) in ethanol (100 mL) was treated with 5% Pd/C (I160 mg) and hydrogen (60 psi) at ambient temperature for 18 h. The mixture was filtered and concentrated in vacuo to give a tan solid. Starting materials: CCN(C(C)C)C(C)C, O=CCCc1cc(-c2ccc(F)cc2)n(-c2ccccc2)n1, c1ccc(N2CCNCC2)cc1. Yields the product Fc1ccc(-c2cc(CCCN3CCN(c4ccccc4)CC3)nn2-c2ccccc2)cc1. RXN SMILES: [CH:35]([N:36]([CH2:37][CH3:38])[CH:39]([CH3:40])[CH3:41])([CH3:42])[CH3:43].[F:1][c:2]1[cH:3][cH:4][c:5](-[c:8]2[cH:9][c:10]([CH2:19][CH2:20][CH:21]=[O:22])[n:11][n:12]2-[c:13]2[cH:14][cH:15][cH:16][cH:17][cH:18]2)[cH:6][cH:7]1.[c:23]1([N:29]2[CH2:30][CH2:31][NH:32][CH2:33][CH2:34]2)[cH:24][cH:25][cH:26][cH:27][cH:28]1>>[F:1][c:2]1[cH:3][cH:4][c:5](-[c:8]2[cH:9][c:10]([CH2:19][CH2:20][CH2:21][N:32]3[CH2:31][CH2:30][N:29]([c:23]4[cH:24][cH:25][cH:26][cH:27][cH:28]4)[CH2:34][CH2:33]3)[n:11][n:12]2-[c:13]2[cH:14][cH:15][cH:16][cH:17][cH:18]2)[cH:6][cH:7]1.